Dataset: the Open Reaction Database (ORD), a public repository of structured organic reaction records. Task: describe an organic reaction: reactants, conditions, products, and yield Reactants: C(C1=CC=CC=C1)(=O)OC[C@@H](CC=O)C1=CC=C(C=C1)N1CCCC1 ((S)-4-benzoyloxy-3-(4-pyrolidin-1-yl-phenyl)-butyraldehyde). Run in C(Cl)(Cl)Cl (CHCl3), C(Cl)(Cl)Cl (CHCl3). Product: N1(CCCC1)C1=CC=C(C=C1)[C@@H](CC=O)C ((R)-3-(4-Pyrolidin-1-yl-phenyl)-butyraldehyde). RXN SMILES: C(O[CH2:10][C@H:11]([C:15]1[CH:20]=[CH:19][C:18]([N:21]2[CH2:25][CH2:24][CH2:23][CH2:22]2)=[CH:17][CH:16]=1)[CH2:12][CH:13]=[O:14])(=O)C1C=CC=CC=1>C(Cl)(Cl)Cl>[N:21]1([C:18]2[CH:19]=[CH:20][C:15]([C@H:11]([CH3:10])[CH2:12][CH:13]=[O:14])=[CH:16][CH:17]=2)[CH2:25][CH2:24][CH2:23][CH2:22]1. Procedure details: A solution (R)-3-(4-pyrolidin-1-yl-phenyl)-butyraldehyde (201 mg, 0.923 mmol, 1.00 equiv) in CH2Cl2 (0.5 mL) was added to a stirring solution of sodium borohydride (37.1 mg, 1.00 mmol, 1.08 equiv) in ethanol (3.0 mL). After 5 min, the reaction was diluted with saturated aqueous NaHCO3 (50 mL) and CH2Cl2 (30 mL). The organic layer was separated and washed with saturated solutions of NaHCO3 and NaCl. The resulting solution was then dried over Na2SO4 and concentrated in vacuo. The residual oil (201... Starting materials: CC1(N2CCC(N3C(=O)NC4CCCCC43)CC2)CCNC1, CCOC(=O)Cl. The product is CCOC(=O)N1CCC(C)(N2CCC(N3C(=O)NC4CCCCC43)CC2)C1. RXN SMILES: [CH3:1][C:2]1([N:7]2[CH2:8][CH2:9][CH:10]([N:13]3[C:14](=[O:22])[NH:15][CH:16]4[CH:17]3[CH2:18][CH2:19][CH2:20][CH2:21]4)[CH2:11][CH2:12]2)[CH2:3][NH:4][CH2:5][CH2:6]1.[Cl:23][C:24](=[O:25])[O:26][CH2:27][CH3:28]>>[CH3:1][C:2]1([N:7]2[CH2:8][CH2:9][CH:10]([N:13]3[C:14](=[O:22])[NH:15][CH:16]4[CH:17]3[CH2:18][CH2:19][CH2:20][CH2:21]4)[CH2:11][CH2:12]2)[CH2:3][N:4]([C:24](=[O:25])[O:26][CH2:27][CH3:28])[CH2:5][CH2:6]1. The reactants are FC=1C=C(CN2N=CC3=CC(=CC=C23)NC2=NC=NC3=CC=CC(=C23)O[C@@H](C(=O)OC)C)C=CC1 (methyl (2R)-2-[(4-{[1-(3-fluorobenzyl)-1H-indazol-5-yl]amino}quinazolin-5-yl)oxy]propanoate), crude material, CN (methylamine). Product: FC=1C=C(CN2N=CC3=CC(=CC=C23)NC2=NC=NC3=CC=CC(=C23)O[C@@H](C(=O)NC)C)C=CC1 ((2R)-2-[(4-{[1-(3-fluorobenzyl)-1H-indazol-5-yl]amino}quinazolin-5-yl)oxy]-N-methylpropanamide). Yield: 55.0%. Reaction SMILES: [F:1][C:2]1[CH:3]=[C:4]([CH:33]=[CH:34][CH:35]=1)[CH2:5][N:6]1[C:14]2[C:9](=[CH:10][C:11]([NH:15][C:16]3[C:25]4[C:20](=[CH:21][CH:22]=[CH:23][C:24]=4[O:26][C@H:27]([CH3:32])[C:28]([O:30]C)=O)[N:19]=[CH:18][N:17]=3)=[CH:12][CH:13]=2)[CH:8]=[N:7]1.[CH3:36][NH2:37]>>[F:1][C:2]1[CH:3]=[C:4]([CH:33]=[CH:34][CH:35]=1)[CH2:5][N:6]1[C:14]2[C:9](=[CH:10][C:11]([NH:15][C:16]3[C:25]4[C:20](=[CH:21][CH:22]=[CH:23][C:24]=4[O:26][C@H:27]([CH3:32])[C:28]([NH:37][CH3:36])=[O:30])[N:19]=[CH:18][N:17]=3)=[CH:12][CH:13]=2)[CH:8]=[N:7]1. Procedure details: Using the same procedure as in Example 26, methyl (2R)-2-[(4-{[1-(3-fluorobenzyl)-1H-indazol-5-yl]amino}quinazolin-5-yl)oxy]propanoate (200 mg, 0.42 mmol) was reacted with methylamine to give the title compound as a white solid (110 mg, 55%) except that the crude material was purified on an HPLC column (C18, 5 microns, 19 mm diameter, 100 mm length) of a preparative HPLC-MS system eluting with a mixture of water and acetonitrile containing 2 g/l of ammonium carbonate (gradient). NMR Spectrum 1.6... Reactants: N[C@H](CO)CC1=CC=C(C=C1)[N+](=O)[O-] ((S)-2-Amino-3-(4-nitrophenyl)propanol), [OH-].[K+] (potassium hydroxide), C(=O)(Cl)Cl (phosgene). Run in O (water), C1(=CC=CC=C1)C (toluene), C1(=CC=CC=C1)C (toluene). Conditions: temperature 0 celsius, time 1 hour. Yields the product [N+](=O)([O-])C1=CC=C(C[C@@H]2NC(OC2)=O)C=C1 ((S)-4-(4-Nitrobenzyl)-1,3-oxazolidin-2-one). RXN SMILES: [NH2:1][C@@H:2]([CH2:5][C:6]1[CH:11]=[CH:10][C:9]([N+:12]([O-:14])=[O:13])=[CH:8][CH:7]=1)[CH2:3][OH:4].[OH-].[K+].[C:17](Cl)(Cl)=[O:18]>C1(C)C=CC=CC=1.O>[N+:12]([C:9]1[CH:10]=[CH:11][C:6]([CH2:5][C@H:2]2[CH2:3][O:4][C:17](=[O:18])[NH:1]2)=[CH:7][CH:8]=1)([O-:14])=[O:13] |f:1.2|. Procedure: The product from step (b) (4.9 g) was suspended in toluene, the suspension cooled to 0° C. and a solution of potassium hydroxide (7.0 g) in water (56 ml) added dropwise. A solution of phosgene (62.5 ml of a 12% w/v solution in toluene) was added dropwise to the resulting solution over 30 minutes and stirring continued for 1 hour. The mixture was extracted with ethyl acetate and the extracts washed with brine, dried and evaporated in vacuo to give a yellow oil. Crystallisation from ethyl acetate ... Reactants: NC1=CC=C(C=C1)NC(C)=O (N-(4-amino-phenyl)-acetamide), C(=O)(OC(C)(C)C)N1CCC(CC1)=O (1-Boc-4-piperidone). The product is C(C)(C)(C)OC(=O)N1CCC(CC1)NC1=CC=C(C=C1)NC(C)=O (4-(4-acetylamino-phenylamino)-piperidine-1-carboxylic acid tert-butyl ester). Isolated yield 61.7%. RXN SMILES: [NH2:1][C:2]1[CH:7]=[CH:6][C:5]([NH:8][C:9](=[O:11])[CH3:10])=[CH:4][CH:3]=1.[C:12]([N:19]1[CH2:24][CH2:23][C:22](=O)[CH2:21][CH2:20]1)([O:14][C:15]([CH3:18])([CH3:17])[CH3:16])=[O:13]>>[C:15]([O:14][C:12]([N:19]1[CH2:24][CH2:23][CH:22]([NH:1][C:2]2[CH:3]=[CH:4][C:5]([NH:8][C:9](=[O:11])[CH3:10])=[CH:6][CH:7]=2)[CH2:21][CH2:20]1)=[O:13])([CH3:18])([CH3:16])[CH3:17]. Reported procedure: Using general procedure A, N-(4-amino-phenyl)-acetamide (Gowda, D. Channe; Gowda, Shankare, Indian J. Chem. Sect., 39, 9, 2000, 709-711) (675 mg, 4.49 mmol) and 1-Boc-4-piperidone (938 mg, 4.71 mmol) gave 4-(4-acetylamino-phenylamino)-piperidine-1-carboxylic acid tert-butyl ester as a white solid (923 mg, 62%). Reagents/catalysts: CN(C)C=1C=CN=CC1 (DMAP). Reaction SMILES: [CH2:1]([O:8][C:9]1[CH:10]=[CH:11][C:12]([CH:18]=[CH:19][C:20]([O:22][C:23]([CH3:26])([CH3:25])[CH3:24])=[O:21])=[C:13]([CH:17]=1)[C:14]([OH:16])=[O:15])[C:2]1[CH:7]=[CH:6][CH:5]=[CH:4][CH:3]=1.[CH3:27][Si:28]([CH3:33])([CH3:32])[CH2:29][CH2:30]O.C(Cl)CCl>C(Cl)Cl.CN(C1C=CN=CC=1)C>[CH3:27][Si:28]([CH3:33])([CH3:32])[CH2:29][CH2:30][O:15][C:14](=[O:16])[C:13]1[CH:17]=[C:9]([O:8][CH2:1][C:2]2[CH:3]=[CH:4][CH:5]=[CH:6][CH:7]=2)[CH:10]=[CH:11][C:12]=1[CH:18]=[CH:19][C:20]([O:22][C:23]([CH3:26])([CH3:25])[CH3:24])=[O:21]. Reaction conditions: time 12 hour. The solvent is C(Cl)Cl (CH2Cl2). Yields the product C[Si](CCOC(C1=C(C=CC(=C1)OCC1=CC=CC=C1)C=CC(=O)OC(C)(C)C)=O)(C)C (5-Benzyloxy-2-(2-tert-butoxycarbonyl-vinyl)-benzoic acid 2-trimethylsilanyl-ethyl ester). Isolated yield 83.7%. Procedure details: To a solution of 5-benzyloxy-2-(2-tert-butoxycarbonyl-vinyl)-benzoic acid (5.50 g, 15.5 mmol) in CH2Cl2 (100 mL) was added 2-trimethylsilyl-ethanol (3.67 g, 31.0 mmol), EDC (5.36 g, 27.9 mmol), and DMAP (3.67 g, 31.0 mmol). The resulting mixture was stirred at room temperature for 12 h, washed with aqueous NH4Cl (150 mL), and extracted with CH2Cl2 (100 mL). The combined organics were dried (Na2SO4) and concentrated. The residue was purified using silica gel chromatography (hexanes/EtOAc 9/1) to ... Reactants: C(C1=CC=CC=C1)OC=1C=CC(=C(C(=O)O)C1)C=CC(=O)OC(C)(C)C (5-benzyloxy-2-(2-tert-butoxycarbonyl-vinyl)-benzoic acid), C[Si](CCO)(C)C (2-trimethylsilyl-ethanol), C(CCl)Cl (EDC). Reactants: CCN1C(=O)C(C)(C)c2cc([N+](=O)[O-])c(NC(C)=O)cc21, CCO, Cl. The product is CCN1C(=O)C(C)(C)c2cc([N+](=O)[O-])c(N)cc21. Reaction SMILES: [CH2:1]([CH3:2])[N:3]1[C:4](=[O:21])[C:5]([CH3:19])([CH3:20])[c:6]2[cH:7][c:8]([N+:16](=[O:17])[O-:18])[c:9]([NH:12][C:13](=[O:14])[CH3:15])[cH:10][c:11]21.[CH3:23][CH2:24][OH:25].[ClH:22]>>[CH2:1]([CH3:2])[N:3]1[C:4](=[O:21])[C:5]([CH3:19])([CH3:20])[c:6]2[cH:7][c:8]([N+:16](=[O:17])[O-:18])[c:9]([NH2:12])[cH:10][c:11]21. Starting materials: CC1=CC=C(C=C1)CCCCC1=C(OCC2OC2)C=CC=C1 (2-{2-[4-(4-methylphenyl)butyl]phenoxymethyl}oxirane), CNC (dimethylamine). Solvent: O1CCCC1 (tetrahydrofuran). Product: CN(CC(COC1=C(C=CC=C1)CCCCC1=CC=C(C=C1)C)O)C (3-Dimethylamino-1-{2-[4-(4-methylphenyl)butyl]phenoxy}-2-propanol). Isolated yield 89.0%. As a reaction SMILES: [CH3:1][C:2]1[CH:7]=[CH:6][C:5]([CH2:8][CH2:9][CH2:10][CH2:11][C:12]2[CH:22]=[CH:21][CH:20]=[CH:19][C:13]=2[O:14][CH2:15][CH:16]2[CH2:18][O:17]2)=[CH:4][CH:3]=1.[CH3:23][NH:24][CH3:25]>O1CCCC1>[CH3:23][N:24]([CH3:25])[CH2:18][CH:16]([OH:17])[CH2:15][O:14][C:13]1[CH:19]=[CH:20][CH:21]=[CH:22][C:12]=1[CH2:11][CH2:10][CH2:9][CH2:8][C:5]1[CH:6]=[CH:7][C:2]([CH3:1])=[CH:3][CH:4]=1. Procedure details: Following a procedure similar to that described in Example 1(b), a solution of 0.63 g of 2-{2-[4-(4-methylphenyl)butyl]phenoxymethyl}oxirane [prepared as described in step (a) above] in 10 ml of tetrahydrofuran was treated with 2 ml of 50% by volume aqueous dimethylamine. The crude product thus obtained was purified by column chromatography through silica gel, using a 10:1 by volume mixture of methylene chloride and methanol as the eluent, to give 0.65 g (yield 89%) of the title compound as a co... Starting materials: CO, C[S-], COC(=O)c1cnc(Cl)c([N+](=O)[O-])c1, [Na+]. Yields the product COC(=O)c1cnc(SC)c([N+](=O)[O-])c1. Reaction SMILES: [CH3:18][OH:19].[CH3:1][S-:2].[Cl:4][c:5]1[n:6][cH:7][c:8]([C:9](=[O:10])[O:11][CH3:12])[cH:13][c:14]1[N+:15](=[O:16])[O-:17].[Na+:3]>>[CH3:1][S:2][c:5]1[n:6][cH:7][c:8]([C:9](=[O:10])[O:11][CH3:12])[cH:13][c:14]1[N+:15](=[O:16])[O-:17].